Dataset: the Open Reaction Database (ORD), a public repository of structured organic reaction records. Task: describe an organic reaction: reactants, conditions, products, and yield Starting materials: CN([SiH](C)C)[Si](C)(C)C, O=C1NS(=O)(=O)c2ccccc21, Sc1ccccc1. Product: C[Si](C)(C)Sc1ccccc1. As a reaction SMILES: [CH3:20][SiH:21]([CH3:22])[N:27]([Si:23]([CH3:24])([CH3:25])[CH3:26])[CH3:28].[O:8]=[C:9]1[c:10]2[c:11]([cH:12][cH:13][cH:14][cH:15]2)[S:16](=[O:17])(=[O:18])[NH:19]1.[SH:1][c:2]1[cH:3][cH:4][cH:5][cH:6][cH:7]1>>[S:1]([c:2]1[cH:3][cH:4][cH:5][cH:6][cH:7]1)[Si:23]([CH3:24])([CH3:25])[CH3:26]. Reactants: C(C1=CC=CC=C1)OC1=CC=C2C(=N1)NC=N2 (5-(benzyloxy)-3H-imidazo[4,5-b]pyridine), FC1=C(C=CC=C1)B(O)O (2-fluorophenylboronic acid). Yields the product FC1=C(C=CC=C1)N1C=NC=2C1=NC(=CC2)O (3-(2-Fluorophenyl)-3H-imidazo[4,5-b]pyridin-5-ol). RXN SMILES: C([O:8][C:9]1[N:14]=[C:13]2[NH:15][CH:16]=[N:17][C:12]2=[CH:11][CH:10]=1)C1C=CC=CC=1.[F:18][C:19]1[CH:24]=[CH:23][CH:22]=[CH:21][C:20]=1B(O)O>>[F:18][C:19]1[CH:24]=[CH:23][CH:22]=[CH:21][C:20]=1[N:15]1[C:13]2=[N:14][C:9]([OH:8])=[CH:10][CH:11]=[C:12]2[N:17]=[CH:16]1. Procedure: From 5-(benzyloxy)-3H-imidazo[4,5-b]pyridine and 2-fluorophenylboronic acid, prepared in a similar manner as the one described in Example 1.26, the title compound was obtained. LCMS m/z=230.2 [M+H]+.